The task is: describe an organic reaction: reactants, conditions, products, and yield. This data is from the Open Reaction Database (ORD), a public repository of structured organic reaction records. Isolated yield 43.5%. The product is C(C)N(C1=C(C=CC(=C1)OC)C1CC=2C=CC(=CC2CC1)O)CC1=CC(=C(C=C1)OCCN1CCN(CCC1)C)F (6-{2-{Ethyl{3-fluoro-4-[2-(4-methyl-[1,4]diazepan-1-yl)ethoxy]benzyl}amino}-4-methoxyphenyl}-5,6,7,8-tetrahydronaphthalen-2-ol). The reactants are C(C)N(C1=C(C=CC(=C1)OC)C1CC=2C=CC(=CC2CC1)OC(C(C)(C)C)=O)C(C1=CC(=C(C=C1)O)F)=O (pivalic acid 6-{2-[ethyl(3-fluoro-4-hydroxybenzoyl)amino]-4-methoxyphenyl}-5,6,7,8-tetrahydronaphthalen-2-yl ester), C(C)(C)(C)OC(=O)N1CCN(CCC1)C(CCl)=O (4-(2-chloroacetyl)-[1,4]diazepane-1-carboxylic acid tert-butyl ester). Procedure details: Synthesized from pivalic acid 6-{2-[ethyl(3-fluoro-4-hydroxybenzoyl)amino]-4-methoxyphenyl}-5,6,7,8-tetrahydronaphthalen-2-yl ester (20 mg) and 4-(2-chloroacetyl)-[1,4]diazepane-1-carboxylic acid tert-butyl ester (21 mg) according to an analogous synthetic method to Example 404 and purified by LC-MS, the title compound (9.4 mg) was obtained. As a reaction SMILES: [CH2:1]([N:3]([C:29](=O)[C:30]1[CH:35]=[CH:34][C:33]([OH:36])=[C:32]([F:37])[CH:31]=1)[C:4]1[CH:9]=[C:8]([O:10][CH3:11])[CH:7]=[CH:6][C:5]=1[CH:12]1[CH2:21][CH2:20][C:19]2[CH:18]=[C:17]([O:22]C(=O)C(C)(C)C)[CH:16]=[CH:15][C:14]=2[CH2:13]1)[CH3:2].C(O[C:44]([N:46]1[CH2:52][CH2:51][CH2:50][N:49]([C:53](=O)[CH2:54]Cl)[CH2:48][CH2:47]1)=O)(C)(C)C>>[CH2:1]([N:3]([CH2:29][C:30]1[CH:35]=[CH:34][C:33]([O:36][CH2:54][CH2:53][N:49]2[CH2:50][CH2:51][CH2:52][N:46]([CH3:44])[CH2:47][CH2:48]2)=[C:32]([F:37])[CH:31]=1)[C:4]1[CH:9]=[C:8]([O:10][CH3:11])[CH:7]=[CH:6][C:5]=1[CH:12]1[CH2:21][CH2:20][C:19]2[CH:18]=[C:17]([OH:22])[CH:16]=[CH:15][C:14]=2[CH2:13]1)[CH3:2]. Starting materials: CCOC(C)=O, CC(C)OC(C)C, CCOC=O, [H-], [Na+]. Product: CCOC(=O)C=C[O-], [Na+]. RXN SMILES: [CH3:3][CH2:4][O:5][C:6]([CH3:7])=[O:8].[CH:14]([O:15][CH:16]([CH3:17])[CH3:18])([CH3:19])[CH3:20].[CH:9](=[O:10])[O:11][CH2:12][CH3:13].[H-:1].[Na+:2]>>[CH3:3][CH2:4][O:5][C:6]([CH:7]=[CH:9][O-:10])=[O:8].[Na+:2]. Starting materials: C(C1=CC=CC=C1)C1(C(=O)OCC1)N (α-benzyl-α-amino-γ-butyrolactone), C([O-])([O-])=O.[Na+].[Na+] (sodium carbonate), O (water), C(C1=CC=CC=C1)OC(=O)Cl (benzylchloroformate). The solvent is O1CCCC1 (tetrahydrofuran), C(C)(=O)OCC (ethyl acetate). Run at time 18 hour. Product: C(C1=CC=CC=C1)C1(C(=O)OCC1)NC(=O)OCC1=CC=CC=C1 (α-Benzyl-α-benzyloxycarbonylamino-γ-butyrolactone). Reaction SMILES: [CH2:1]([C:8]1([NH2:14])[CH2:13][CH2:12][O:11][C:9]1=[O:10])[C:2]1[CH:7]=[CH:6][CH:5]=[CH:4][CH:3]=1.C(=O)([O-])[O-].[Na+].[Na+].[CH2:21]([O:28][C:29](Cl)=[O:30])[C:22]1[CH:27]=[CH:26][CH:25]=[CH:24][CH:23]=1.O>O1CCCC1.C(OCC)(=O)C>[CH2:1]([C:8]1([NH:14][C:29]([O:28][CH2:21][C:22]2[CH:27]=[CH:26][CH:25]=[CH:24][CH:23]=2)=[O:30])[CH2:13][CH2:12][O:11][C:9]1=[O:10])[C:2]1[CH:3]=[CH:4][CH:5]=[CH:6][CH:7]=1 |f:1.2.3|. Reported procedure: To a stirred solution of 1.55 g of α-benzyl-α-amino-γ-butyrolactone in 16 ml of tetrahydrofuran is added 2.0 g of powdered sodium carbonate, followed by 1.27 ml of benzylchloroformate. After stirring at room temperature for 18 hours, water is added to dissolve the salt and the resulting mixture is diluted with 100 ml of ethyl acetate. It is washed with 50 ml of saturated aqueous sodium chloride. The aqueous phase is extracted with two 50 ml portions of ethyl acetate. The combined organic phase i... The reactants are CSC.B (Borane methyl sulfide), BrCC(=O)C=1N=C(SC1)C(F)(F)F (4-bromoacetyl-2-trifluoromethylthiazole), C1(=CC=CC=C1)B1OC([C@@H]2N1CCC2)(C2=CC=CC=C2)C2=CC=CC=C2 ((R)-tetrahydro-1,3,3-triphenyl-1H,3H-pyrrolo[1,2-c][1,3,2]oxazaborole). The solvent is O1CCCC1 (tetrahydrofuran). Conditions: temperature 0 celsius, time 45 minute. Product: BrCC(O)C=1N=C(SC1)C(F)(F)F (4-(2-bromo-1-hydroxyethyl)-2-trifluoromethylthiazole). RXN SMILES: CSC.B.[Br:5][CH2:6][C:7]([C:9]1[N:10]=[C:11]([C:14]([F:17])([F:16])[F:15])[S:12][CH:13]=1)=[O:8].C1(B2N3CCC[C@@H]3C(C3C=CC=CC=3)(C3C=CC=CC=3)O2)C=CC=CC=1>O1CCCC1>[Br:5][CH2:6][CH:7]([C:9]1[N:10]=[C:11]([C:14]([F:17])([F:16])[F:15])[S:12][CH:13]=1)[OH:8] |f:0.1|. Reported procedure: Borane methyl sulfide complex (2M in THF, 50 mL, 100 mmol) and 4-bromoacetyl-2-trifluoromethylthiazole (20.15 g, 73.5 mmol) were added separately and simultaneously over one our to (R)-tetrahydro-1,3,3-triphenyl-1H,3H-pyrrolo[1,2-c][1,3,2]oxazaborole (1.2 g, 3.53 mmol) in tetrahydrofuran (50 mL) at ambient temperature. After the reduction was complete the reaction mixture was cooled to 0° C. and quenched with methanol (dropwise addition of 115 mL) while maintaining the temperature at less than o... Reactants: COC(=O)CBr, O=C([O-])[O-], CC(C)(C)C(=O)OCC1OC(Oc2n[nH]c3nccc(CCc4ccc(OCc5ccccc5)cc4)c23)C(OC(=O)C(C)(C)C)C(OC(=O)C(C)(C)C)C1OC(=O)C(C)(C)C, CC(C)=O, [Cs+], [Cs+], [I-], [Na+]. Yields the product COC(=O)Cn1nc(OC2OC(COC(=O)C(C)(C)C)C(OC(=O)C(C)(C)C)C(OC(=O)C(C)(C)C)C2OC(=O)C(C)(C)C)c2c(CCc3ccc(OCc4ccccc4)cc3)ccnc21. RXN SMILES: [Br:68][CH2:69][C:70](=[O:71])[O:72][CH3:73].[C:62](=[O:63])([O-:64])[O-:65].[CH2:1]([c:2]1[cH:3][cH:4][cH:5][cH:6][cH:7]1)[O:8][c:9]1[cH:10][cH:11][c:12]([CH2:15][CH2:16][c:17]2[c:18]3[c:19]([n:20][cH:21][cH:22]2)[nH:23][n:24][c:25]3[O:26][CH:27]2[CH:28]([O:29][C:30]([C:31]([CH3:32])([CH3:33])[CH3:34])=[O:35])[CH:36]([O:37][C:38]([C:39]([CH3:40])([CH3:41])[CH3:42])=[O:43])[CH:44]([O:45][C:46]([C:47]([CH3:48])([CH3:49])[CH3:50])=[O:51])[CH:52]([CH2:54][O:55][C:56]([C:57]([CH3:58])([CH3:59])[CH3:60])=[O:61])[O:53]2)[cH:13][cH:14]1.[CH3:76][C:77](=[O:78])[CH3:79].[Cs+:66].[Cs+:67].[I-:75].[Na+:74]>>[CH2:1]([c:2]1[cH:3][cH:4][cH:5][cH:6][cH:7]1)[O:8][c:9]1[cH:10][cH:11][c:12]([CH2:15][CH2:16][c:17]2[c:18]3[c:19]([n:20][cH:21][cH:22]2)[n:23]([CH2:69][C:70](=[O:71])[O:72][CH3:73])[n:24][c:25]3[O:26][CH:27]2[CH:28]([O:29][C:30]([C:31]([CH3:32])([CH3:33])[CH3:34])=[O:35])[CH:36]([O:37][C:38]([C:39]([CH3:40])([CH3:41])[CH3:42])=[O:43])[CH:44]([O:45][C:46]([C:47]([CH3:48])([CH3:49])[CH3:50])=[O:51])[CH:52]([CH2:54][O:55][C:56]([C:57]([CH3:58])([CH3:59])[CH3:60])=[O:61])[O:53]2)[cH:13][cH:14]1. Starting materials: crude mixture, [H-].[Na+] (Sodium hydride), C1(CCC1)N1CCC2=C(CC1)C=C(C=C2)O (3-Cyclobutyl-2,3,4,5-tetrahydro-1H-benzo[d]azepin-7-ol), ClCC(=O)N(C)C (2-chloro-N,N-dimethyl acetamide). Solvent: CS(=O)C (dimethyl sulfoxide). Conditions: temperature 120 celsius, time 0.5 hour. The product is C1(CCC1)N1CCC2=C(CC1)C=C(C=C2)OCC(=O)N(C)C (2-(3-Cyclobutyl-2,3,4,5-tetrahydro-1H-benzo[d]azepin-7-yloxy)-N,N-dimethyl-acetamide). As a reaction SMILES: [H-].[Na+].[CH:3]1([N:7]2[CH2:13][CH2:12][C:11]3[CH:14]=[C:15]([OH:18])[CH:16]=[CH:17][C:10]=3[CH2:9][CH2:8]2)[CH2:6][CH2:5][CH2:4]1.Cl[CH2:20][C:21]([N:23]([CH3:25])[CH3:24])=[O:22]>CS(C)=O>[CH:3]1([N:7]2[CH2:13][CH2:12][C:11]3[CH:14]=[C:15]([O:18][CH2:20][C:21]([N:23]([CH3:25])[CH3:24])=[O:22])[CH:16]=[CH:17][C:10]=3[CH2:9][CH2:8]2)[CH2:6][CH2:5][CH2:4]1 |f:0.1|. Procedure details: Sodium hydride (60% disp. in mineral oil, 60 mg, 1.5 mmol) was added to a stirred solution of 3-cyclobutyl-2,3,4,5-tetrahydro-1H-benzo[d]azepin-7-ol (E3) (200 mg, 0.9 mmol) in dimethyl sulfoxide (10 ml). After 0.5 hours, 2-chloro-N,N-dimethyl acetamide (0.3 ml, 2.4 mmol) was added and the reaction mixture was heated to 120° C. for 6 hours. The reaction was allowed to cool, the crude mixture was applied to a SCX cartridge ion exchange (Varian bond-elute, 10 g) and washed with methanol and then a ...